describe an organic reaction: reactants, conditions, products, and yield From a dataset of the Open Reaction Database (ORD), a public repository of structured organic reaction records. Reactants: C1OCC2=C1C=CC=C2S(=O)(=O)N=C=O (1,3-dihydrobenzo[c]furan-4-sulfonyl isocyanate), COC1=NC(=NC(=C1)C)N (4-methoxy-6-methylpyrimidin-2-amine), amine. The solvent is C(Cl)Cl (methylene chloride), C(Cl)Cl (methylene chloride). Reaction conditions: time 1.75 hour. Product: COC1=NC(=NC(=C1)C)NC(=O)NS(=O)(=O)C1=CC=CC=2COCC21 (1,3-dihydro-N-[(4-methoxy-6-methylpyrimidin-2-yl)aminocarbonyl]benzo[c]furan-4-sulfonamide). As a reaction SMILES: [CH2:1]1[C:5]2[CH:6]=[CH:7][CH:8]=[C:9]([S:10]([N:13]=[C:14]=[O:15])(=[O:12])=[O:11])[C:4]=2[CH2:3][O:2]1.[CH3:16][O:17][C:18]1[CH:23]=[C:22]([CH3:24])[N:21]=[C:20]([NH2:25])[N:19]=1>C(Cl)Cl>[CH3:16][O:17][C:18]1[CH:23]=[C:22]([CH3:24])[N:21]=[C:20]([NH:25][C:14]([NH:13][S:10]([C:9]2[C:4]3[CH2:3][O:2][CH2:1][C:5]=3[CH:6]=[CH:7][CH:8]=2)(=[O:12])=[O:11])=[O:15])[N:19]=1. Procedure details: A 7.0 ml portion of the methylene chloride solution of 1,3-dihydrobenzo[c]furan-4-sulfonyl isocyanate prepared in Example 4 was added to a stirred suspension of 0.78 g of 4-methoxy-6-methylpyrimidin-2-amine in 20 ml of methylene chloride. After several minutes the amine dissolved, followed by formation of a precipitate. After stirring for 1.75 hours, the solid was collected, washed with methylene chloride and 1-chlorobutane, then dried to give 1.4 g of 1,3-dihydro-N-[(4-methoxy-6-methylpyrimidin... The reactants are C(C)(C)N(C(OC(C)Cl)=O)C(C)C (1-chloroethyl N,N-diisopropylcarbamate), O[C@H](C)[C@@H]1[C@@H]2N(C(=C([C@@H]2C)S\C=C/C2=C(N=CS2)CO)C(=O)[O-])C1=O.[Na+] (sodium (1R,5S,6S)-6-((1R)-1-hydroxyethyl)-2-[[(Z)-2-(4-hydroxymethylthiazol-5-yl)ethen-1-yl]thio]-1-methyl-1-carbapen-2-em-3-carboxylate). The product is O[C@H](C)[C@@H]1[C@@H]2N(C(=C([C@@H]2C)S\C=C/C2=C(N=CS2)CO)C(=O)OC(C)OC(=O)N(C(C)C)C(C)C)C1=O (1-(N,N-Diisopropylaminocarbonyloxy)ethyl (1R,5S,6S)-6-((1R)-1-hydroxyethyl)-2-[[(Z)-2-(4-hydroxymethylthiazol-5-yl)ethen-1-yl]thio]-1-methyl-1-carbapen-2-em-3-carboxylate). Yield: 16.8%. Reaction SMILES: [CH:1]([N:4]([CH:11]([CH3:13])[CH3:12])[C:5](=[O:10])[O:6][CH:7](Cl)[CH3:8])([CH3:3])[CH3:2].[OH:14][C@@H:15]([C@H:17]1[C:37](=[O:38])[N:19]2[C:20]([C:34]([O-:36])=[O:35])=[C:21]([S:24]/[CH:25]=[CH:26]\[C:27]3[S:31][CH:30]=[N:29][C:28]=3[CH2:32][OH:33])[C@H:22]([CH3:23])[C@H:18]12)[CH3:16].[Na+]>>[OH:14][C@@H:15]([C@H:17]1[C:37](=[O:38])[N:19]2[C:20]([C:34]([O:36][CH:7]([O:6][C:5]([N:4]([CH:11]([CH3:13])[CH3:12])[CH:1]([CH3:3])[CH3:2])=[O:10])[CH3:8])=[O:35])=[C:21]([S:24]/[CH:25]=[CH:26]\[C:27]3[S:31][CH:30]=[N:29][C:28]=3[CH2:32][OH:33])[C@H:22]([CH3:23])[C@H:18]12)[CH3:16] |f:1.2|. Procedure: In the same manner as in step b) in Example 125, 92 mg of the title compound was prepared from 247 mg of 1-chloroethyl N,N-diisopropylcarbamate and 400 mg of sodium (1R,5S,6S)-6-((1R)-1-hydroxyethyl)-2-[[(Z)-2-(4-hydroxymethylthiazol-5-yl)ethen-1-yl]thio]-1-methyl-1-carbapen-2-em-3-carboxylate. Starting materials: C1CCOC1, CC(C)OC(=O)N=NC(=O)OC(C)C, Oc1ccccc1, COC(=O)c1ccnc(CO)c1, c1ccc(P(c2ccccc2)c2ccccc2)cc1. Yields the product COC(=O)c1ccnc(COc2ccccc2)c1. Reaction SMILES: [CH2:53]1[O:54][CH2:55][CH2:56][CH2:57]1.[N:39]([C:40]([O:41][CH:42]([CH3:43])[CH3:44])=[O:45])=[N:46][C:47]([O:48][CH:49]([CH3:50])[CH3:51])=[O:52].[OH:13][c:14]1[cH:15][cH:16][cH:17][cH:18][cH:19]1.[OH:1][CH2:2][c:3]1[cH:4][c:5]([C:6](=[O:7])[O:8][CH3:9])[cH:10][cH:11][n:12]1.[c:20]1([P:21]([c:22]2[cH:23][cH:24][cH:25][cH:26][cH:27]2)[c:28]2[cH:29][cH:30][cH:31][cH:32][cH:33]2)[cH:34][cH:35][cH:36][cH:37][cH:38]1>>[O:1]([CH2:2][c:3]1[cH:4][c:5]([C:6](=[O:7])[O:8][CH3:9])[cH:10][cH:11][n:12]1)[c:14]1[cH:15][cH:16][cH:17][cH:18][cH:19]1. The reactants are NC1=NOC2=C1C=CC(=C2)OC (3-amino-6-methoxy-1,2-benzisoxazole), BrBr (bromine), C(=O)([O-])[O-].[K+].[K+] (K2CO3), [O-]S(=O)[O-].[Na+].[Na+] (Na2SO3), BrBr (bromine). The solvent is CC(=O)C.C(Cl)(Cl)Cl (acetone CHCl3), CO (methanol), CO (methanol). The product is NC1=NOC2=C1C=C(C(=C2)OC)Br (3-Amino-5-bromo-6-methoxy-1,2-benzisoxazole). Yield: 67.7%. RXN SMILES: [NH2:1][C:2]1[C:6]2[CH:7]=[CH:8][C:9]([O:11][CH3:12])=[CH:10][C:5]=2[O:4][N:3]=1.[Br:13]Br.C([O-])([O-])=O.[K+].[K+].[O-]S([O-])=O.[Na+].[Na+]>CO.CC(C)=O.C(Cl)(Cl)Cl>[NH2:1][C:2]1[C:6]2[CH:7]=[C:8]([Br:13])[C:9]([O:11][CH3:12])=[CH:10][C:5]=2[O:4][N:3]=1 |f:2.3.4,5.6.7,9.10|. Reported procedure: To a stirred solution of 3-amino-6-methoxy-1,2-benzisoxazole (14 g) in methanol (1 L) was added a solution of bromine (13.6 g) and methanol (200 ml) dropwise at -50° C. under N2. The mixture was allowed to warm to room temperature after the addition was complete. After 24 hours an additional 1/4 equivalent of bromine was added. TLC (10% acetone/CHCl3) showed no starting material 24 hours later. The reaction was neutralized with saturated K2CO3 solution, treated with saturated Na2SO3 solution tri... Starting materials: ClCc1nc(Cl)c2sccc2n1, NN, C1CCOC1, O. Product: NNc1nc(CCl)nc2ccsc12. As a reaction SMILES: [Cl:1][c:2]1[c:3]2[c:4]([n:5][c:6]([CH2:8][Cl:9])[n:7]1)[cH:10][cH:11][s:12]2.[NH2:14][NH2:15].[O:16]1[CH2:17][CH2:18][CH2:19][CH2:20]1.[OH2:13]>>[c:2]1([NH:14][NH2:15])[c:3]2[c:4]([n:5][c:6]([CH2:8][Cl:9])[n:7]1)[cH:10][cH:11][s:12]2. Reactants: C(C)(C)(C)C1=CC=C(C(=O)N[C@H](C(=O)NCCC(=O)OC(C)(C)C)CC2=CC=C(C=C2)C2=NC=C(C=N2)C2=CC=C(C=C2)O)C=C1 (tert-butyl (S)-3-(2-(4-(tert-butyl)benzamido)-3-(4-(5-(4-hydroxyphenyl)pyrimidin-2-yl)phenyl)propanamido)propanoate), BrCCC1CCCCC1 ((2-bromoethyl)cyclohexane). The product is C(C)(C)(C)C1=CC=C(C(=O)N[C@H](C(=O)NCCC(=O)OC(C)(C)C)CC2=CC=C(C=C2)C2=NC=C(C=N2)C2=CC=C(C=C2)OCCC2CCCCC2)C=C1 (Tert-butyl (S)-3-(2-(4-(tert-butyl)benzamido)-3-(4-(5-(4-(2-cyclohexylethoxy)phenyl)-pyrimidin-2-yl)phenyl)propanamido)propanoate). As a reaction SMILES: [C:1]([C:5]1[CH:46]=[CH:45][C:8]([C:9]([NH:11][C@@H:12]([CH2:25][C:26]2[CH:31]=[CH:30][C:29]([C:32]3[N:37]=[CH:36][C:35]([C:38]4[CH:43]=[CH:42][C:41]([OH:44])=[CH:40][CH:39]=4)=[CH:34][N:33]=3)=[CH:28][CH:27]=2)[C:13]([NH:15][CH2:16][CH2:17][C:18]([O:20][C:21]([CH3:24])([CH3:23])[CH3:22])=[O:19])=[O:14])=[O:10])=[CH:7][CH:6]=1)([CH3:4])([CH3:3])[CH3:2].Br[CH2:48][CH2:49][CH:50]1[CH2:55][CH2:54][CH2:53][CH2:52][CH2:51]1>>[C:1]([C:5]1[CH:6]=[CH:7][C:8]([C:9]([NH:11][C@@H:12]([CH2:25][C:26]2[CH:31]=[CH:30][C:29]([C:32]3[N:33]=[CH:34][C:35]([C:38]4[CH:43]=[CH:42][C:41]([O:44][CH2:48][CH2:49][CH:50]5[CH2:55][CH2:54][CH2:53][CH2:52][CH2:51]5)=[CH:40][CH:39]=4)=[CH:36][N:37]=3)=[CH:28][CH:27]=2)[C:13]([NH:15][CH2:16][CH2:17][C:18]([O:20][C:21]([CH3:24])([CH3:23])[CH3:22])=[O:19])=[O:14])=[O:10])=[CH:45][CH:46]=1)([CH3:2])([CH3:3])[CH3:4]. Procedure details: Prepared using General Procedure 12 from tert-butyl (S)-3-(2-(4-(tert-butyl)benzamido)-3-(4-(5-(4-hydroxyphenyl)pyrimidin-2-yl)phenyl)propanamido)propanoate and (2-bromoethyl)cyclohexane. LCMS-ESI (m/z) calculated for C45H56N4O5: 732.9. found 733.5 [M+H]+, tR=5.59 min. (Method 16). The reactants are C(C)(C)(C)OC(COC1=CC(=CC=C1)CN)=O ((3-aminomethyl-phenoxy)-acetic acid tert-butyl ester), N1(N=CC=C1)C1=CC=C(C=O)C=C1 (4-pyrazol-1-yl-benzaldehyde). Solvent: C(C)N(CC)CC (triethylamine). Yields the product C(C)(C)(C)OC(COC1=CC(=CC=C1)CNCC1=CC=C(C=C1)N1N=CC=C1)=O ({3-[(4-Pyrazol-1-yl-benzylamino)-methyl]-phenoxy}-acetic acid tert-butyl ester). As a reaction SMILES: [C:1]([O:5][C:6](=[O:17])[CH2:7][O:8][C:9]1[CH:14]=[CH:13][CH:12]=[C:11]([CH2:15][NH2:16])[CH:10]=1)([CH3:4])([CH3:3])[CH3:2].[N:18]1([C:23]2[CH:30]=[CH:29][C:26]([CH:27]=O)=[CH:25][CH:24]=2)[CH:22]=[CH:21][CH:20]=[N:19]1>C(N(CC)CC)C>[C:1]([O:5][C:6](=[O:17])[CH2:7][O:8][C:9]1[CH:14]=[CH:13][CH:12]=[C:11]([CH2:15][NH:16][CH2:27][C:26]2[CH:25]=[CH:24][C:23]([N:18]3[CH:22]=[CH:21][CH:20]=[N:19]3)=[CH:30][CH:29]=2)[CH:10]=1)([CH3:4])([CH3:2])[CH3:3]. Procedure: The title compound of Step A was prepared from (3-aminomethyl-phenoxy)-acetic acid tert-butyl ester, of Preparation 20, and 4-pyrazol-1-yl-benzaldehyde, of Preparation 42, using the method described in Example 3, Step A, except no triethylamine was used. 1H NMR (400 MHz, CDCl3)δ 7.90 (m, 1H), 7.70 (m, 1H), 7.63 (d, 2H), 7.41 (d, 2H), 7.23 (m, 1H), 6.94 (m, 2H), 6.78 (dd, 1H), 6.44 (dd, 1H), 4.51 (s, 2H), 3.81 (s, 2H), 3.77 (s, 2H), 1.47 (s, 9H); MS 394 (M+1). Starting materials: Cc1cc(N)nc(Br)c1, CCOC(=O)N=C=S, ClCCl. Yields the product CCOC(=O)NC(=S)Nc1cc(C)cc(Br)n1. RXN SMILES: [Br:1][c:2]1[cH:3][c:4]([CH3:9])[cH:5][c:6]([NH2:8])[n:7]1.[CH2:10]([CH3:11])[O:12][C:13](=[O:14])[N:15]=[C:16]=[S:17].[Cl:18][CH2:19][Cl:20]>>[Br:1][c:2]1[cH:3][c:4]([CH3:9])[cH:5][c:6]([NH:8][C:16]([NH:15][C:13]([O:12][CH2:10][CH3:11])=[O:14])=[S:17])[n:7]1.